From a dataset of the Open Reaction Database (ORD), a public repository of structured organic reaction records. describe an organic reaction: reactants, conditions, products, and yield The reactants are Cl, Nc1ncc2sc(=S)[nH]c2n1, [Na+], [OH-], O, OO. Product: Nc1ncc2sc(=O)[nH]c2n1. As a reaction SMILES: [ClH:16].[NH2:3][c:4]1[n:5][cH:6][c:7]2[c:8]([n:9]1)[nH:10][c:11](=[S:13])[s:12]2.[Na+:2].[OH-:1].[OH2:17].[OH:14][OH:15]>>[O:1]=[c:11]1[nH:10][c:8]2[c:7]([cH:6][n:5][c:4]([NH2:3])[n:9]2)[s:12]1.